This data is from the Open Reaction Database (ORD), a public repository of structured organic reaction records. The task is: describe an organic reaction: reactants, conditions, products, and yield Starting materials: Cl (hydrogen chloride), C(C)(C)(C)OC(=O)N1CCN(CC1)C1=C(C=CC=C1)CNS(=O)(=O)C (N-[2-(4-t-butoxycarbonylpiperazin-1-yl)phenylmethyl]methanesulfonamide). The solvent is CO (methanol). Conditions: time 4 hour. Product: Cl.N1(CCNCC1)C1=C(C=CC=C1)CNS(=O)(=O)C (N-[2-(Piperazin-1-yl)phenylmethyl]methanesulfonamide Hydrochloride). Yield: 99.0%. Reaction SMILES: [ClH:1].C(OC([N:9]1[CH2:14][CH2:13][N:12]([C:15]2[CH:20]=[CH:19][CH:18]=[CH:17][C:16]=2[CH2:21][NH:22][S:23]([CH3:26])(=[O:25])=[O:24])[CH2:11][CH2:10]1)=O)(C)(C)C>CO>[ClH:1].[N:12]1([C:15]2[CH:20]=[CH:19][CH:18]=[CH:17][C:16]=2[CH2:21][NH:22][S:23]([CH3:26])(=[O:25])=[O:24])[CH2:13][CH2:14][NH:9][CH2:10][CH2:11]1 |f:3.4|. Procedure details: Methanolic hydrogen chloride (4M, 2.5 mL) was added to a stirred, cooled (0° C.) suspension of N-[2-(4-t-butoxycarbonylpiperazin-1-yl)phenylmethyl]methanesulfonamide (330 mg, 0.89 mmol) in methanol (1 mL) and the mixture was stirred at room temperature for 4 h. The solvent was evaporated under reduced pressure to give the title compound as an off-white solid (269 mg, 99%), δH (360 MHz, d6 -DMSO) 9.15 (2H, br s), 7.44 (1H, d, J 7.6 Hz), 7.42 (1H, br t, J 5.6 Hz), 7.31 (1H, t, J 7.6 Hz), 7.16 (2H,... As a reaction SMILES: [ClH:1].[CH3:2][C:3]1([CH2:9][OH:10])[CH2:8][CH2:7][CH2:6][CH2:5][CH2:4]1.[CH2:11]=O>CCCCCC>[Cl:1][CH2:11][O:10][CH2:9][C:3]1([CH3:2])[CH2:8][CH2:7][CH2:6][CH2:5][CH2:4]1. Procedure details: Under ice cooling and stirring, hydrogen chloride was blown into a mixture of 128 g of (1-methylcyclohexyl)methanol, 400 g of hexane, and 36 g of paraformaldehyde, until the is reactant alcohol disappeared on gas chromatography analysis. The excess hydrogen chloride was purged by feeding nitrogen into the reactor, after which the water layer was removed by separatory operation. The solution was dried over magnesium sulfate and the solids filtered off, yielding a hexane solution of chloromethyl[(... Starting materials: Cl (hydrogen chloride), CC1(CCCCC1)CO ((1-methylcyclohexyl)methanol), C=O (paraformaldehyde), alcohol. Product: ClCOCC1(CCCCC1)C (chloromethyl[(1-methylcyclohexyl)methyl] ether). The solvent is CCCCCC (hexane). The reactants are ( a ), ( b ), ( c ), FC(C1=C(NC=C1)C(=O)OC)(F)F (methyl 3-(trifluoromethyl)-1H-pyrrole-2-carboxylate), BrC1=CC=C(C=C1)B(O)O (4-bromophenylboronic acid), FC1=C(C=CC(=C1F)O)CCC(=O)OCC (ethyl 3-(2,3-difluoro-4-hydroxyphenyl)propanoate). Product: BrC1=CC=C(C=C1)N1C(=C(C=C1)C(F)(F)F)COC1=C(C(=C(C=C1)CCCO)F)F (3-(4-{[1-(4-Bromophenyl)-3-(trifluoromethyl)-1H-pyrrol-2-yl]methoxy}-2,3-difluorophenyl)propan-1-ol). As a reaction SMILES: [F:1][C:2]([F:13])([F:12])[C:3]1[CH:7]=[CH:6][NH:5][C:4]=1[C:8]([O:10][CH3:11])=O.[Br:14][C:15]1[CH:20]=[CH:19][C:18](B(O)O)=[CH:17][CH:16]=1.[F:24][C:25]1[C:30]([F:31])=C(O)[CH:28]=[CH:27][C:26]=1[CH2:33][CH2:34][C:35](OCC)=[O:36]>>[Br:14][C:15]1[CH:20]=[CH:19][C:18]([N:5]2[CH:6]=[CH:7][C:3]([C:2]([F:13])([F:12])[F:1])=[C:4]2[CH2:8][O:10][C:11]2[CH:28]=[CH:27][C:26]([CH2:33][CH2:34][CH2:35][OH:36])=[C:25]([F:24])[C:30]=2[F:31])=[CH:17][CH:16]=1. Procedure details: The title compound was prepared by (a) reacting the product prepared in Step B of Example 1 and 4-bromophenylboronic acid according to the procedure described in Example 1, Step C, (b) then reacting the resulting product according to the procedure in Example 1, Step D, (c) then reacting the resulting product with ethyl 3-(2,3-difluoro-4-hydroxyphenyl)propanoate according to the procedure described in Example 1, Step E, and Example 2.